Dataset: the Open Reaction Database (ORD), a public repository of structured organic reaction records. Task: describe an organic reaction: reactants, conditions, products, and yield The reactants are CC1OC2(CC1)C(CCCC2(C)C)(O)C (2,6,10,10-tetramethyl-1-oxa-spiro[4,5]decan-6-ol), C(C)(=O)Cl (acetyl chloride). Product: C(C)(=O)OC1(C2(CCC(O2)C)C(CCC1)(C)C)C (2,6,10,10-tetramethyl-1-oxa-spiro[4.5]dec-6-yl acetate), C(=O)OC1(C2(CCC(O2)C)C(CCC1)(C)C)C (2,6,10,10-Tetramethyl-1-oxa-spiro[4.5]dec-6-yl formate). Reaction SMILES: [CH3:1][CH:2]1[CH2:6][CH2:5][C:4]2([C:11]([CH3:13])([CH3:12])[CH2:10][CH2:9][CH2:8][C:7]2([CH3:15])[OH:14])[O:3]1.[C:16](Cl)(=[O:18])[CH3:17]>>[C:16]([O:14][C:7]1([CH3:15])[CH2:8][CH2:9][CH2:10][C:11]([CH3:13])([CH3:12])[C:4]21[O:3][CH:2]([CH3:1])[CH2:6][CH2:5]2)(=[O:18])[CH3:17].[CH:16]([O:14][C:7]1([CH3:15])[CH2:8][CH2:9][CH2:10][C:11]([CH3:13])([CH3:12])[C:4]21[O:3][CH:2]([CH3:1])[CH2:6][CH2:5]2)=[O:18]. Procedure: 2,6,10,10-tetramethyl-1-oxa-spiro[4.5]dec-6-yl acetate was prepared as indicated hereinabove, from 2,6,10,10-tetramethyl-1-oxa-spiro[4,5]decan-6-ol and acetyl chloride. 2,6,10,10-Tetramethyl-1-oxa-spiro[4.5]dec-6-yl formate on the contrary was obtained by treating the above alcohol with formylimidazole, according to the method given in Liebigs Ann. Chem. 655, 95 (1962).